Dataset: the Open Reaction Database (ORD), a public repository of structured organic reaction records. Task: describe an organic reaction: reactants, conditions, products, and yield Starting materials: NN (hydrazine), O=C1NC2=C(S(C1CC(=O)OC)(=O)=O)SC(=C2)S(N)(=O)=O (methyl (2,3-dihydro-2,4,4-trioxo-6-sulfamoyl-1H-thieno[2,3-b][1,4]thiazin-3-yl)acetate). Solvent: CO (methanol). Reaction conditions: time 5.5 hour. Yields the product S(N)(=O)(=O)C1=CC2=C(S(C(C(N2)=O)CC(=O)NN)(=O)=O)S1 ((2,3-dihydro-6-sulfamoyl-2,4,4-trioxo-1H-thieno[2,3-b][1,4]thiazin-3-yl)acetic acid hydrazide). As a reaction SMILES: [NH2:1][NH2:2].[O:3]=[C:4]1[CH:9]([CH2:10][C:11](OC)=[O:12])[S:8](=[O:16])(=[O:15])[C:7]2[S:17][C:18]([S:20](=[O:23])(=[O:22])[NH2:21])=[CH:19][C:6]=2[NH:5]1>CO>[S:20]([C:18]1[S:17][C:7]2[S:8](=[O:16])(=[O:15])[CH:9]([CH2:10][C:11]([NH:1][NH2:2])=[O:12])[C:4](=[O:3])[NH:5][C:6]=2[CH:19]=1)(=[O:23])(=[O:22])[NH2:21]. Procedure: Anhydrous hydrazine (1 ml) was added to a solution of methyl (2,3-dihydro-2,4,4-trioxo-6-sulfamoyl-1H-thieno[2,3-b][1,4]thiazin-3-yl)acetate (1.0 g) in methanol (10 ml) at ambient temperature with stirring. After 5-6 hours, the methanol was removed under reduced pressure and the residue was treated with water (10 ml). The pH was adjusted to 6.5 and the resulting precipitate was collected, rinsed with water and dried under vacuum to give 0.40 g (2,3-dihydro-6-sulfamoyl-2,4,4-trioxo-1H-thieno[2,3-... Starting materials: CC(CO)Nc1nc(Cl)ncc1I, OB(O)c1cccs1. Yields the product CC(CO)Nc1nc(Cl)ncc1-c1cccs1. RXN SMILES: [Cl:1][c:2]1[n:3][cH:4][c:5]([I:13])[c:6]([NH:8][CH:9]([CH2:10][OH:11])[CH3:12])[n:7]1.[s:14]1[c:15]([B:19]([OH:20])[OH:21])[cH:16][cH:17][cH:18]1>>[Cl:1][c:2]1[n:3][cH:4][c:5](-[c:15]2[s:14][cH:18][cH:17][cH:16]2)[c:6]([NH:8][CH:9]([CH2:10][OH:11])[CH3:12])[n:7]1. Reactants: O=C(c1ccc(Br)cc1)c1ccc(Br)cc1, C1CCOC1, CCOC(=O)CP(=O)(OCC)OCC, CCOC(C)=O, Cl, [H-], [Na+]. Product: CCOC(=O)C=C(c1ccc(Br)cc1)c1ccc(Br)cc1. Reaction SMILES: [Br:17][c:18]1[cH:19][cH:20][c:21]([C:22](=[O:23])[c:24]2[cH:25][cH:26][c:27]([Br:30])[cH:28][cH:29]2)[cH:31][cH:32]1.[CH2:33]1[O:34][CH2:35][CH2:36][CH2:37]1.[CH3:1][CH2:2][O:3][C:4](=[O:5])[CH2:6][P:7]([O:8][CH2:9][CH3:10])([O:11][CH2:12][CH3:13])=[O:14].[CH3:39][CH2:40][O:41][C:42](=[O:43])[CH3:44].[ClH:38].[H-:15].[Na+:16]>>[CH3:1][CH2:2][O:3][C:4](=[O:5])[CH:6]=[C:22]([c:21]1[cH:20][cH:19][c:18]([Br:17])[cH:32][cH:31]1)[c:24]1[cH:25][cH:26][c:27]([Br:30])[cH:28][cH:29]1. Reactants: [OH-].[Na+] (sodium hydroxide), Compound 30, [H][H] (hydrogen), [H-].[Al+3].[Li+].[H-].[H-].[H-] (lithium aluminum hydride), C(#N)C1=CC=CC(=N1)C(OC1=CC=CC=C1)OC1=CC=CC=C1 (6-cyano-2-(diphenoxymethyl)pyridine), 74.51, [H-].[Al+3].[Li+].[H-].[H-].[H-] (lithium aluminum hydride), 72.44. Solvent: O (water), O (water), CCOCC (ether), CCOCC (ether). Run at time 4 hour. Yields the product NCC1=CC=CC(=N1)C(OC1=CC=CC=C1)OC1=CC=CC=C1 (6-Aminomethyl-2-(diphenoxymethyl)pyridine). RXN SMILES: [H-].[Al+3].[Li+].[H-].[H-].[H-].[C:7]([C:9]1[N:14]=[C:13]([CH:15]([O:23][C:24]2[CH:29]=[CH:28][CH:27]=[CH:26][CH:25]=2)[O:16][C:17]2[CH:22]=[CH:21][CH:20]=[CH:19][CH:18]=2)[CH:12]=[CH:11][CH:10]=1)#[N:8].[OH-].[Na+].[H][H]>CCOCC.O>[NH2:8][CH2:7][C:9]1[N:14]=[C:13]([CH:15]([O:23][C:24]2[CH:25]=[CH:26][CH:27]=[CH:28][CH:29]=2)[O:16][C:17]2[CH:22]=[CH:21][CH:20]=[CH:19][CH:18]=2)[CH:12]=[CH:11][CH:10]=1 |f:0.1.2.3.4.5,7.8|. Reported procedure: To a solution of 0.18 g of 95 percent lithium aluminum hydride in 25 ml of ether was slowly added a solution of 5.90 g of 6-cyano-2-(diphenoxymethyl)pyridine in 60 ml of ether so as to maintain a gentle reflux. The mixture was allowed to stir for about 4 hours. An additional 0.2-0.3 g of lithium aluminum hydride was added. Since no additional reaction occurred, 5 ml of water, 5 ml of 15 percent sodium hydroxide and 20 ml of water were added consecutively. The reaction mixture was filtered and th... Reactants: ClC1=CC(=C(C(=O)N(C)OC)C=C1)NC1=CC=CC=C1 (4-chloro-N-methoxy-N-methyl-2-phenylamino-benzamide), C(C)[Mg]Br (ethylmagnesium bromide), C(C)(=O)OCC (ethyl acetate), CCCCCC (hexane). The solvent is C1CCOC1 (THF). Conditions: time 2 hour. Product: ClC1=CC(=C(C=C1)C(CC)=O)NC1=CC=CC=C1 (1-(4-chloro-2-phenylamino-phenyl)-propan-1-one). Yield: 92.9%. Reaction SMILES: [Cl:1][C:2]1[CH:13]=[CH:12][C:5]([C:6](N(OC)C)=[O:7])=[C:4]([NH:14][C:15]2[CH:20]=[CH:19][CH:18]=[CH:17][CH:16]=2)[CH:3]=1.[CH2:21]([Mg]Br)[CH3:22].CCCCCC.C(OCC)(=O)C>C1COCC1>[Cl:1][C:2]1[CH:13]=[CH:12][C:5]([C:6](=[O:7])[CH2:21][CH3:22])=[C:4]([NH:14][C:15]2[CH:20]=[CH:19][CH:18]=[CH:17][CH:16]=2)[CH:3]=1. Procedure details: To a solution of 4-chloro-N-methoxy-N-methyl-2-phenylamino-benzamide (5.0 g, 17.2 mmol) in THF (60 mL) was added ethylmagnesium bromide (1M solution in THF, 70 mL, 70 mmol) dropwise at 0° C. under nitrogen. The mixture was slowly warmed to room temperature and stirred for 2 hr. Completion of the reaction was monitored by silica TLC (mobile phase; hexane:ethyl acetate=4:1; Rf=0.5). Reaction was quenched with an aqueous solution of 1N HCl (50 mL) at 0° C. and was extracted with ethyl acetate (2×30... The reactants are COC1=C(C(=CC=C1)OC)B(O)O (2,6-dimethoxy-phenylboronic acid), BrC=1C=C2C(CCC(C2=CC1)(C)C)(C)C (6-bromo-1,1,4,4 tetramethy 1,2,3,4-tetrahydronaphthalene), C([O-])([O-])=O.[K+].[K+] (potassium carbonate). The reagents and catalysts are C=1C=CC(=CC1)[P](C=2C=CC=CC2)(C=3C=CC=CC3)[Pd]([P](C=4C=CC=CC4)(C=5C=CC=CC5)C=6C=CC=CC6)([P](C=7C=CC=CC7)(C=8C=CC=CC8)C=9C=CC=CC9)[P](C=1C=CC=CC1)(C=1C=CC=CC1)C=1C=CC=CC1 (Tetrakis(triphenylphosphine)palladium(0)). Solvent: COCCOC (1,2-dimethoxyethane), O (water), C(C)(=O)OCC (ethyl acetate). The product is COC1=C(C(=CC=C1)OC)C=1C=C2C(CCC(C2=CC1)(C)C)(C)C (6-(2,6-Dimethoxyphenyl)-1,1,4,4-tetramethy-1,2,3,4-tetrahydronaphthlene). Yield: 103.5%. As a reaction SMILES: [CH3:1][O:2][C:3]1[CH:8]=[CH:7][CH:6]=[C:5]([O:9][CH3:10])[C:4]=1B(O)O.Br[C:15]1[CH:16]=[C:17]2[C:22](=[CH:23][CH:24]=1)[C:21]([CH3:26])([CH3:25])[CH2:20][CH2:19][C:18]2([CH3:28])[CH3:27].C(=O)([O-])[O-].[K+].[K+]>COCCOC.O.C(OCC)(=O)C.C1C=CC([P]([Pd]([P](C2C=CC=CC=2)(C2C=CC=CC=2)C2C=CC=CC=2)([P](C2C=CC=CC=2)(C2C=CC=CC=2)C2C=CC=CC=2)[P](C2C=CC=CC=2)(C2C=CC=CC=2)C2C=CC=CC=2)(C2C=CC=CC=2)C2C=CC=CC=2)=CC=1>[CH3:1][O:2][C:3]1[CH:8]=[CH:7][CH:6]=[C:5]([O:9][CH3:10])[C:4]=1[C:24]1[CH:23]=[C:22]2[C:17](=[CH:16][CH:15]=1)[C:18]([CH3:28])([CH3:27])[CH2:19][CH2:20][C:21]2([CH3:26])[CH3:25] |f:2.3.4,^1:51,53,72,91|. Procedure: A mixture of 2,6-dimethoxy-phenylboronic acid (1.0 g, 5.48 mmol), 6-bromo-1,1,4,4 tetramethy 1,2,3,4-tetrahydronaphthalene (0.73 g, 2.74 mmol) and potassium carbonate (1.50 g, 10.96 mmol) in 1,2-dimethoxyethane (20 mL) and water (1.0 mL) was degassed with argon for 15 minutes. Tetrakis(triphenylphosphine)palladium(0) (0.60 g, 0.54 mmol) was added and the mixture heated at reflux under argon for 5 hours. The solution was cooled to room temperature, diluted with ethyl acetate and washed successive... Starting materials: C1CCOC1, COc1ccc(Cn2ncc(OC)cc2=O)cc1, CCOC(C)=O, Cl, [Na+], [OH-], O. Product: COc1ccc(Cn2ncc(O)cc2=O)cc1. Reaction SMILES: [CH2:28]1[O:29][CH2:30][CH2:31][CH2:32]1.[CH3:1][O:2][c:3]1[cH:4][c:5](=[O:18])[n:6]([CH2:9][c:10]2[cH:11][cH:12][c:13]([O:16][CH3:17])[cH:14][cH:15]2)[n:7][cH:8]1.[CH3:21][CH2:22][O:23][C:24]([CH3:25])=[O:26].[ClH:27].[Na+:20].[OH-:19].[OH2:33]>>[OH:2][c:3]1[cH:4][c:5](=[O:18])[n:6]([CH2:9][c:10]2[cH:11][cH:12][c:13]([O:16][CH3:17])[cH:14][cH:15]2)[n:7][cH:8]1. Reactants: CC(=O)[O-], CC1(C)CC(=O)C(=O)N1Cc1ccccc1, CON, CO, Cl, [Na+]. Yields the product CON=C1CC(C)(C)N(Cc2ccccc2)C1=O. Reaction SMILES: [CH3:18][C:19](=[O:20])[O-:21].[CH3:1][C:2]1([CH3:16])[CH2:3][C:4](=[O:15])[C:5](=[O:14])[N:6]1[CH2:7][c:8]1[cH:9][cH:10][cH:11][cH:12][cH:13]1.[CH3:23][O:24][NH2:25].[CH3:26][OH:27].[ClH:22].[Na+:17]>>[CH3:1][C:2]1([CH3:16])[CH2:3][C:4](=[N:25][O:24][CH3:23])[C:5](=[O:14])[N:6]1[CH2:7][c:8]1[cH:9][cH:10][cH:11][cH:12][cH:13]1. The reactants are C([O-])([O-])=O.[K+].[K+] (potassium carbonate), CI (methyl iodide), ClC1=C(C=CC=C1)C1=NC(C(NC2=C1C=C(C=C2)[N+](=O)[O-])=O)C (rac-5-(o-chlorophenyl)-1,3-dihydro-3-methyl-7-nitro-2H-1,4-benzodiazepin-2-one). Solvent: CC(=O)C (acetone). Conditions: time 22 hour. Product: ClC1=C(C=CC=C1)C1=NC(C(N(C2=C1C=C(C=C2)[N+](=O)[O-])C)=O)C (rac-5-(o-chlorophenyl)-1,3-dihydro-1,3-dimethyl-7-nitro-2H-1,4-benzodiazepin-2-one). RXN SMILES: [Cl:1][C:2]1[CH:7]=[CH:6][CH:5]=[CH:4][C:3]=1[C:8]1[C:14]2[CH:15]=[C:16]([N+:19]([O-:21])=[O:20])[CH:17]=[CH:18][C:13]=2[NH:12][C:11](=[O:22])[CH:10]([CH3:23])[N:9]=1.[C:24](=O)([O-])[O-].[K+].[K+].CI>CC(C)=O>[Cl:1][C:2]1[CH:7]=[CH:6][CH:5]=[CH:4][C:3]=1[C:8]1[C:14]2[CH:15]=[C:16]([N+:19]([O-:21])=[O:20])[CH:17]=[CH:18][C:13]=2[N:12]([CH3:24])[C:11](=[O:22])[CH:10]([CH3:23])[N:9]=1 |f:1.2.3|. Reported procedure: 105.7 g (0.32 mol) of crude rac-5-(o-chlorophenyl)-1,3-dihydro-3-methyl-7-nitro-2H-1,4-benzodiazepin-2-one, dissolved in 1 liter of acetone, are treated with 88.6 g (0.64 mol) of potassium carbonate and 39.9 ml (0.64 mol) of methyl iodide and the mixture is stirred at room temperature for 22 hours. The mixture is evaporated to dryness and the residue is taken up in methylene chloride. The organic phase is washed with water, dried and evaporated. Recrystallisation of the residue from methylene ch... Starting materials: CCN=C=NCCCN(C)C, ClCCl, Cl, CC(Oc1ccccc1)C(=O)O, Nc1cccc(-c2nn(C3CCCCO3)c3ccc(-c4ncn(C(c5ccccc5)(c5ccccc5)c5ccccc5)n4)cc23)c1. Yields the product CC(Oc1ccccc1)C(=O)Nc1cccc(-c2nn(C3CCCCO3)c3ccc(-c4ncn(C(c5ccccc5)(c5ccccc5)c5ccccc5)n4)cc23)c1. RXN SMILES: [CH3:14][N:15]([CH3:16])[CH2:17][CH2:18][CH2:19][N:20]=[C:21]=[N:22][CH2:23][CH3:24].[Cl:71][CH2:72][Cl:73].[ClH:13].[O:1]([c:2]1[cH:3][cH:4][cH:5][cH:6][cH:7]1)[CH:8]([C:9](=[O:10])[OH:11])[CH3:12].[O:25]1[CH:26]([n:31]2[n:32][c:33](-[c:64]3[cH:65][c:66]([NH2:70])[cH:67][cH:68][cH:69]3)[c:34]3[cH:35][c:36](-[c:40]4[n:41][n:42]([C:45]([c:46]5[cH:47][cH:48][cH:49][cH:50][cH:51]5)([c:52]5[cH:53][cH:54][cH:55][cH:56][cH:57]5)[c:58]5[cH:59][cH:60][cH:61][cH:62][cH:63]5)[cH:43][n:44]4)[cH:37][cH:38][c:39]23)[CH2:27][CH2:28][CH2:29][CH2:30]1>>[O:1]([c:2]1[cH:3][cH:4][cH:5][cH:6][cH:7]1)[CH:8]([C:9](=[O:11])[NH:70][c:66]1[cH:65][c:64](-[c:33]2[n:32][n:31]([CH:26]3[O:25][CH2:30][CH2:29][CH2:28][CH2:27]3)[c:39]3[c:34]2[cH:35][c:36](-[c:40]2[n:41][n:42]([C:45]([c:46]4[cH:47][cH:48][cH:49][cH:50][cH:51]4)([c:52]4[cH:53][cH:54][cH:55][cH:56][cH:57]4)[c:58]4[cH:59][cH:60][cH:61][cH:62][cH:63]4)[cH:43][n:44]2)[cH:37][cH:38]3)[cH:69][cH:68][cH:67]1)[CH3:12].